This data is from the Open Reaction Database (ORD), a public repository of structured organic reaction records. The task is: describe an organic reaction: reactants, conditions, products, and yield Starting materials: [Li]CCCC (n-BuLi), C1=CC=CC=2SC3=CC=CC=C3CC12 (Thioxanthene), C(=O)=O (CO2). Solvent: C1CCOC1 (THF). Conditions: time 1 hour. Yields the product C1=CC=CC=2SC3=CC=CC=C3C(C12)C(=O)O (thioxanthene-9-carboxylic acid). Reaction SMILES: [CH:1]1[C:14]2[CH2:13][C:12]3[C:7](=[CH:8][CH:9]=[CH:10][CH:11]=3)[S:6][C:5]=2[CH:4]=[CH:3][CH:2]=1.[Li]CCCC.[C:20](=[O:22])=[O:21]>C1COCC1>[CH:1]1[C:14]2[CH:13]([C:20]([OH:22])=[O:21])[C:12]3[C:7](=[CH:8][CH:9]=[CH:10][CH:11]=3)[S:6][C:5]=2[CH:4]=[CH:3][CH:2]=1. Reported procedure: Thioxanthene, 9.1 g, was dissolved in 100 mL of dry THF. The solution was cooled in an ice bath and n-BuLi (24 mL of 2.5M solution) was added dropwise. The red solution was stirred at room temperature for one hour. Powdered CO2 was added (ca. 150 g) causing formation of a white precipitate. After stirring an additional hour the mixture was evaporated and the residue dissolved in water. The aqueous solution was extracted with CH2Cl2, and neutralized with HCl. The precipitated product was dissolve... Reaction SMILES: Cl[C:2]1[N:20]=[C:5]2[C:6]([C:10]3[CH:15]=[CH:14][C:13]([S:16]([CH3:19])(=[O:18])=[O:17])=[CH:12][CH:11]=3)=[CH:7][CH:8]=[CH:9][N:4]2[N:3]=1.[CH3:21][N:22]1[C:26]([CH3:27])=[C:25]([NH2:28])[C:24]([CH3:29])=[N:23]1.C1(P(C2CCCCC2)C2(P(C3CCCCC3)C3CCCCC3)CC=CC=C2C2C=CC=CC=2)CCCCC1>>[CH3:19][S:16]([C:13]1[CH:14]=[CH:15][C:10]([C:6]2[C:5]3[N:4]([N:3]=[C:2]([NH:28][C:25]4[C:24]([CH3:29])=[N:23][N:22]([CH3:21])[C:26]=4[CH3:27])[N:20]=3)[CH:9]=[CH:8][CH:7]=2)=[CH:11][CH:12]=1)(=[O:18])=[O:17]. Reported procedure: [8-(4-Methanesulfonyl-phenyl)-[1,2,4]triazolo[1,5-a]pyridin-2-yl]-(1,3,5-trimethyl-1H-pyrazol-4-yl)-amine was prepared from 2-chloro-8-(4-methanesulfonyl-phenyl)-[1,2,4]triazolo[1.5-a]pyridine (0.200 g, 0.65 mmol) and 1,3,5-trimethyl-1H-pyrazol-4-ylamine (0.106 g, 0.845 mmol) with 2,2-bis-dicyclohexylphosphanyl-biphenyl (0.048 g, 0.088 mmol) as the ligand in a manner analogous to Example 2d. Product was isolated as an orange solid (0.157 g, 61%). MP=194-196° C. 1H NMR (400 MHz, (D3C)2SO, δ, ppm)... Yields the product CS(=O)(=O)C1=CC=C(C=C1)C=1C=2N(C=CC1)N=C(N2)NC=2C(=NN(C2C)C)C ([8-(4-Methanesulfonyl-phenyl)-[1,2,4]triazolo[1,5-a]pyridin-2-yl]-(1,3,5-trimethyl-1H-pyrazol-4-yl)-amine), solid. Starting materials: ClC1=NN2C(C(=CC=C2)C2=CC=C(C=C2)S(=O)(=O)C)=N1 (2-chloro-8-(4-methanesulfonyl-phenyl)-[1,2,4]triazolo[1.5-a]pyridine), CN1N=C(C(=C1C)N)C (1,3,5-trimethyl-1H-pyrazol-4-ylamine), C1(CCCCC1)P(C1(C(=CC=CC1)C1=CC=CC=C1)P(C1CCCCC1)C1CCCCC1)C1CCCCC1 (2,2-bis-dicyclohexylphosphanyl-biphenyl). The yield is 61.0%.